This data is from the Open Reaction Database (ORD), a public repository of structured organic reaction records. The task is: describe an organic reaction: reactants, conditions, products, and yield The reactants are O (water), ice, OCCN1C=CC2=CC=CC=C12 (1-(2-hydroxyethyl)indole), N1=CC=CC=C1 (pyridine), C(C)(=O)OC(C)=O (acetic anhydride). Run in C(C)OCC (diethyl ether). The product is C(C)(=O)OCCN1C=CC2=CC=CC=C12 (1-(2-acetoxyethyl)indole). Reaction SMILES: [OH:1][CH2:2][CH2:3][N:4]1[C:12]2[C:7](=[CH:8][CH:9]=[CH:10][CH:11]=2)[CH:6]=[CH:5]1.N1C=CC=CC=1.[C:19](OC(=O)C)(=[O:21])[CH3:20].O>C(OCC)C>[C:19]([O:1][CH2:2][CH2:3][N:4]1[C:12]2[C:7](=[CH:8][CH:9]=[CH:10][CH:11]=2)[CH:6]=[CH:5]1)(=[O:21])[CH3:20]. Procedure: An ice-cooled solution of 4.6 g of 1-(2-hydroxyethyl)indole in 10 ml of diethyl ether was treated with 1 ml of pyridine and 4 ml of acetic anhydride. After 2 hours 50 ml of water were added, the mixture was extracted with 100 ml of dichloromethane and the dichloromethane extract was dried. The solvent was evaporated to give 5.7 g of 1-(2-acetoxyethyl)indole. Yields the product O=C(O)C(=O)O, CCOc1ccccc1OCC1(OCC)CCN(Cc2ccccc2)C1. Starting materials: O=C(O)C(=O)O, CCOc1ccccc1OCC1(O)CCN(Cc2ccccc2)C1, CCI, CN(C)C=O, CC(C)O, [H][H], O, O, O. RXN SMILES: [C:32]([C:33](=[O:34])[OH:35])(=[O:36])[OH:37].[CH2:1]([c:2]1[cH:3][cH:4][cH:5][cH:6][cH:7]1)[N:8]1[CH2:9][C:10]([OH:13])([CH2:14][O:15][c:16]2[c:17]([O:22][CH2:23][CH3:24])[cH:18][cH:19][cH:20][cH:21]2)[CH2:11][CH2:12]1.[CH2:27]([CH3:28])[I:29].[CH3:43][N:44]([CH3:45])[CH:46]=[O:47].[CH:39]([OH:40])([CH3:41])[CH3:42].[H:25][H:26].[OH2:30].[OH2:31].[OH2:38]>>[C:32]([C:33](=[O:34])[OH:35])(=[O:36])[OH:37].[CH2:1]([c:2]1[cH:3][cH:4][cH:5][cH:6][cH:7]1)[N:8]1[CH2:9][C:10]([O:13][CH2:27][CH3:28])([CH2:14][O:15][c:16]2[c:17]([O:22][CH2:23][CH3:24])[cH:18][cH:19][cH:20][cH:21]2)[CH2:11][CH2:12]1.